This data is from the Open Reaction Database (ORD), a public repository of structured organic reaction records. The task is: describe an organic reaction: reactants, conditions, products, and yield Reactants: Clc1ccc2ncc(Br)n2n1, CN(C)CCN, CO, ClCCl, [NH4+], [OH-]. The product is CN(C)CCNc1ccc2ncc(Br)n2n1. Reaction SMILES: [Br:1][c:2]1[cH:3][n:4][c:5]2[n:6]1[n:7][c:8]([Cl:11])[cH:9][cH:10]2.[CH3:12][N:13]([CH2:14][CH2:15][NH2:16])[CH3:17].[CH3:21][OH:22].[Cl:18][CH2:19][Cl:20].[NH4+:24].[OH-:23]>>[Br:1][c:2]1[cH:3][n:4][c:5]2[n:6]1[n:7][c:8]([NH:16][CH2:15][CH2:14][N:13]([CH3:12])[CH3:17])[cH:9][cH:10]2. Reactants: C(C1=CC=CC=C1)N1C(=NC=C1)C1=CC=CC=C1 (1-benzyl-2-phenyl-1H-imidazole), ( i ), C(#N)C=1C=NC=CC1 (3-cyanopyridine), FC=1C=C(C=CC1)B(O)O (3-flourobenzene boronic acid), C(C1=CC=CC=C1)N1C(=NC=C1)C=1C=NC=CC1 (3-(1-benzyl-1H-imidazol-2-yl)pyridine), B(C1=CC(=CC=C1)F)(O)O (FPBA). The solvent is ClCCl.CO (dichloromethane methanol). Product: FC=1C=C(C=CC1)C1=NC=C(C=N1)C1=CN=C(N1)C=1C=NC=CC1 (2-(3-fluorophenyl)-5-(2-(pyridin-3-yl )-1H-imidazol-5-yl)pyrimidine). As a reaction SMILES: [F:1][C:2]1[CH:3]=[C:4](B(O)O)[CH:5]=[CH:6][CH:7]=1.C([N:18]1[CH:22]=[CH:21][N:20]=[C:19]1[C:23]1[CH:24]=[N:25][CH:26]=[CH:27][CH:28]=1)C1C=CC=CC=1.[C:29]([C:31]1[CH:32]=[N:33][CH:34]=CC=1)#[N:30].C(N1C=CN=C1C1C=CC=CC=1)C1C=CC=CC=1>ClCCl.CO>[F:1][C:2]1[CH:3]=[C:4]([C:34]2[N:30]=[CH:29][C:31]([C:22]3[NH:18][C:19]([C:23]4[CH:24]=[N:25][CH:26]=[CH:27][CH:28]=4)=[N:20][CH:21]=3)=[CH:32][N:33]=2)[CH:5]=[CH:6][CH:7]=1 |f:4.5|. Reported procedure: The title compound was prepared by the method described in Example 1, except that (i) commercially available 3-flourobenzene boronic acid was used instead of benzeneboronic acid in Step A, and (ii) 3-(1-benzyl-1H-imidazol-2-yl)pyridine (prepared according to the method described in Example 8, Step A, except that commercially available 3-cyanopyridine was used instead of 3-fluorobenzonitrile) was used in place of the 1-benzyl-2-phenyl-1H-imidazole in Step C; Rf 0.35 with 95:5 v/v dichloromethane-... Starting materials: [N+](=O)([O-])C1=CC2=C(N(C(N(C2=O)C)=O)C)N=C1 (6-nitro-1,3-dimethylpyrido[2,3-d]pyrimidine-2,4-dione), C (charcoal). The reagents and catalysts are [Pd] (Pd-C). Solvent: CO (methanol). The product is NC1=CC2=C(N(C(N(C2=O)C)=O)C)N=C1 (6-amino-1,3-dimethylpyrido[2,3-d]pyrimidine-2,4-dione). The yield is 71.6%. As a reaction SMILES: [N+:1]([C:4]1[CH:17]=[N:16][C:7]2[N:8]([CH3:15])[C:9](=[O:14])[N:10]([CH3:13])[C:11](=[O:12])[C:6]=2[CH:5]=1)([O-])=O.C>CO.[Pd]>[NH2:1][C:4]1[CH:17]=[N:16][C:7]2[N:8]([CH3:15])[C:9](=[O:14])[N:10]([CH3:13])[C:11](=[O:12])[C:6]=2[CH:5]=1. Procedure: 0.08 g of Compound 16 was dissolved in methanol and reduced in the presence of 100 mg of Pd-C. Activated charcoal powder was added, and the solution was heated and filtered. The filtrate was distilled under reduced pressure and the residue was recrystallized from methanol to give 0.05 g of 6-amino-1,3-dimethylpyrido[2,3-d]pyrimidine-2,4-dione (Compound 17). Reactants: N#CCBr, CC(Cc1c[nH]c2c(O)cccc12)NC(=O)OC(C)(C)C, O=C([O-])[O-], CCC(C)=O, [K+], [K+]. The product is CC(Cc1c[nH]c2c(OCC#N)cccc12)NC(=O)OC(C)(C)C. RXN SMILES: [Br:22][CH2:23][C:24]#[N:25].[C:1]([CH3:2])([CH3:3])([CH3:4])[O:5][C:6]([NH:7][CH:8]([CH2:9][c:10]1[cH:11][nH:12][c:13]2[c:14]([OH:19])[cH:15][cH:16][cH:17][c:18]12)[CH3:20])=[O:21].[C:26](=[O:27])([O-:28])[O-:29].[CH2:32]([C:33]([CH3:34])=[O:35])[CH3:36].[K+:30].[K+:31]>>[C:1]([CH3:2])([CH3:3])([CH3:4])[O:5][C:6]([NH:7][CH:8]([CH2:9][c:10]1[cH:11][nH:12][c:13]2[c:14]([O:19][CH2:23][C:24]#[N:25])[cH:15][cH:16][cH:17][c:18]12)[CH3:20])=[O:21]. Reported procedure: 0.50 g of 3β-acetoxy-7-oxo-5α-cholest-8-ene (Fieser, L F J Am Chem Soc (1953) 4395) was refluxed in a mixture of 30 ml of ethanol and 20 ml of 1 M aqueous sodium hydroxide for 1 hour. After cooling to room temperature, 23 ml of 1M hydrochloric acid and 100 ml of water were added. After cooling on an ice bath, the precipitate was filtered off, washed with water and dried to give 0.435 g of the crude compound which was purified by chromatography on silica gel (methylene chloride/methanol, 40:1 (w/... The reactants are Cl (hydrochloric acid), O (water), C(C)(=O)O[C@@H]1C[C@@H]2CC(C=3[C@@H]4CC[C@H]([C@@H](CCCC(C)C)C)[C@]4(CCC3[C@]2(CC1)C)C)=O (3β-acetoxy-7-oxo-5α-cholest-8-ene). Product: O=C1C=2[C@@H]3CC[C@H]([C@@H](CCCC(C)C)C)[C@]3(CCC2[C@]2(CC[C@@H](C[C@@H]2C1)O)C)C (7-oxo-5α-cholest-8-ene-3β-ol). The yield is 43.8%. As a reaction SMILES: C([O:4][C@H:5]1[CH2:29][CH2:28][C@@:27]2([CH3:30])[C@@H:7]([CH2:8][C:9](=[O:32])[C:10]3[C@H:11]4[C@:23]([CH3:31])([CH2:24][CH2:25][C:26]=32)[C@@H:14]([C@H:15]([CH3:22])[CH2:16][CH2:17][CH2:18][CH:19]([CH3:21])[CH3:20])[CH2:13][CH2:12]4)[CH2:6]1)(=O)C.Cl.O>C(O)C.[OH-].[Na+]>[O:32]=[C:9]1[CH2:8][C@@H:7]2[C@:27]([CH3:30])([CH2:28][CH2:29][C@H:5]([OH:4])[CH2:6]2)[C:26]2[CH2:25][CH2:24][C@@:23]3([CH3:31])[C@@H:11]([CH2:12][CH2:13][C@@H:14]3[C@H:15]([CH3:22])[CH2:16][CH2:17][CH2:18][CH:19]([CH3:21])[CH3:20])[C:10]1=2 |f:4.5|. The solvent is C(C)O (ethanol), [OH-].[Na+] (sodium hydroxide). Starting materials: ClC=1C=CC(=C(C1)C1=C(C=C(C=C1)C(=O)OC)C1=CCCC1(C)C)F (Methyl 5′-chloro-2-(5,5-dimethyl-1-cyclopenten-1-yl)-2′-fluoro-1,1′-biphenyl-4-carboxylate), [H-].[H-].[H-].[H-].[Li+].[Al+3] (LAH), [OH-].[Na+] (NaOH). The product is ClC=1C=CC(=C(C1)C1=C(C=C(C=C1)CO)C1=CCCC1(C)C)F ((5′-Chloro-2-(5,5-dimethyl-1-cyclopenten-1-yl)-2′-fluoro-1,1′-biphenyl-4-yl)methanol). Reported procedure: To a stirred solution of 78.9A (0.082 g, 0.23 mmol) in THF (5.00 mL) at 0° C. was added LAH (0.46 mL, 0.46 mmol, 1.0M). The reaction was then stirred for 1.5 hours. 1N NaOH(aq) was then added to the quench the reaction. The reaction was extracted three times with EtOAc. After drying over anhydrous magnesium sulfate and filtering, the organic solvent was removed under reduced pressure and the product was purified on silica gel (0-20% EtOAc in hexanes) to yield 78.9B as a colorless oil (0.048 g, 6... The solvent is C1CCOC1 (THF). RXN SMILES: [Cl:1][C:2]1[CH:3]=[CH:4][C:5]([F:25])=[C:6]([C:8]2[CH:13]=[CH:12][C:11]([C:14](OC)=[O:15])=[CH:10][C:9]=2[C:18]2[C:22]([CH3:24])([CH3:23])[CH2:21][CH2:20][CH:19]=2)[CH:7]=1.[H-].[H-].[H-].[H-].[Li+].[Al+3].[OH-].[Na+]>C1COCC1>[Cl:1][C:2]1[CH:3]=[CH:4][C:5]([F:25])=[C:6]([C:8]2[CH:13]=[CH:12][C:11]([CH2:14][OH:15])=[CH:10][C:9]=2[C:18]2[C:22]([CH3:23])([CH3:24])[CH2:21][CH2:20][CH:19]=2)[CH:7]=1 |f:1.2.3.4.5.6,7.8|. The yield is 63.1%. Run at time 1.5 hour. Reactants: O=S(=O)(Nc1cc(Br)cnc1Cl)c1ccc(F)cc1Cl, CC(=O)Nc1cn2nc(B3OC(C)(C)C(C)(C)O3)ccc2n1, CC(=O)Nc1cn2nc(-c3cnc(Cl)c(NS(=O)(=O)c4ccc(C(C)(C)O)cc4)c3)ccc2n1. The product is CC(=O)Nc1cn2nc(-c3cnc(Cl)c(NS(=O)(=O)c4ccc(F)cc4Cl)c3)ccc2n1. As a reaction SMILES: [Br:57][c:58]1[cH:59][c:60]([NH:65][S:66](=[O:67])(=[O:68])[c:69]2[c:70]([Cl:76])[cH:71][c:72]([F:75])[cH:73][cH:74]2)[c:61]([Cl:64])[n:62][cH:63]1.[CH3:35][C:36]1([CH3:37])[C:38]([CH3:39])([CH3:40])[O:41][B:42]([c:43]2[cH:44][cH:45][c:46]3[n:47]([n:48]2)[cH:49][c:50]([NH:52][C:53]([CH3:54])=[O:55])[n:51]3)[O:56]1.[Cl:1][c:2]1[n:3][cH:4][c:5](-[c:6]2[cH:7][cH:8][c:9]3[n:10]([cH:11][c:12]([NH:13][C:14](=[O:15])[CH3:16])[n:17]3)[n:18]2)[cH:19][c:20]1[NH:21][S:22]([c:23]1[cH:24][cH:25][c:26]([C:27]([OH:28])([CH3:29])[CH3:30])[cH:31][cH:32]1)(=[O:33])=[O:34]>>[c:43]1(-[c:58]2[cH:59][c:60]([NH:65][S:66](=[O:67])(=[O:68])[c:69]3[c:70]([Cl:76])[cH:71][c:72]([F:75])[cH:73][cH:74]3)[c:61]([Cl:64])[n:62][cH:63]2)[cH:44][cH:45][c:46]2[n:47]([n:48]1)[cH:49][c:50]([NH:52][C:53]([CH3:54])=[O:55])[n:51]2. Starting materials: C(C1=CC=CC=C1)SC1=NNC2=CC=C(C=C12)C=O (3-(Benzylsulfanyl)-1H-indazole-5-carbaldehyde), NC(=CC#N)C (3-aminobut-2-enenitrile). Run in C(C)(=O)O (acetic acid). Reaction SMILES: [CH2:1]([S:8][C:9]1[C:17]2[C:12](=[CH:13][CH:14]=[C:15]([CH:18]=O)[CH:16]=2)[NH:11][N:10]=1)[C:2]1[CH:7]=[CH:6][CH:5]=[CH:4][CH:3]=1.[NH2:20][C:21]([CH3:25])=[CH:22][C:23]#[N:24]>C(O)(=O)C>[CH2:1]([S:8][C:9]1[C:17]2[C:12](=[CH:13][CH:14]=[C:15]([CH:18]3[C:22]([C:23]#[N:24])=[C:21]([CH3:25])[NH:20][C:16]([CH3:15])=[C:17]3[C:9]#[N:10])[CH:16]=2)[NH:11][N:10]=1)[C:2]1[CH:7]=[CH:6][CH:5]=[CH:4][CH:3]=1. Reported procedure: The crude product obtained in Example 8A and 29.6 mg (0.361 mmol) 3-aminobut-2-enenitrile in acetic acid (4 ml) were heated to 110° C. for 1 h. After cooling, the reaction mixture was directly purified by preparative RP-HPLC (acetonitrile/water+0.05% TFA gradient) yielding 30 mg (46% of th.) of the title compound. Product: C(C1=CC=CC=C1)SC1=NNC2=CC=C(C=C12)C1C(=C(NC(=C1C#N)C)C)C#N (4-[3-(Benzylsulfanyl)-1H-indazol-5-yl]-2,6-dimethyl-1,4-dihydropyridine-3,5-dicarbonitrile). Starting materials: COC=1C=C(CC2N(CCC3=C(C=CC(=C23)O)OC)CC(=O)NCC2=NC=CC=C2)C=CC1OC (2-[1-(3,4-dimethoxy-benzyl)-8-hydroxy-5-methoxy-3,4-dihydro-1H-isoquinolin-2-yl]-N-(pyridin-2-yl-methyl)-acetamide), C(C)(C)Br (isopropyl bromide). Yields the product COC=1C=C(CC2N(CCC3=C(C=CC(=C23)OC(C)C)OC)CC(=O)NCC2=NC=CC=C2)C=CC1OC (2-[1-(3,4-dimethoxy-benzyl)-8-isopropoxy-5-methoxy-3,4-dihydro-1H-isoquinolin-2-yl]-N-(pyridin-2-yl-methyl)-acetamide). Reaction SMILES: [CH3:1][O:2][C:3]1[CH:4]=[C:5]([CH:31]=[CH:32][C:33]=1[O:34][CH3:35])[CH2:6][CH:7]1[C:16]2[C:11](=[C:12]([O:18][CH3:19])[CH:13]=[CH:14][C:15]=2[OH:17])[CH2:10][CH2:9][N:8]1[CH2:20][C:21]([NH:23][CH2:24][C:25]1[CH:30]=[CH:29][CH:28]=[CH:27][N:26]=1)=[O:22].[CH:36](Br)([CH3:38])[CH3:37]>>[CH3:1][O:2][C:3]1[CH:4]=[C:5]([CH:31]=[CH:32][C:33]=1[O:34][CH3:35])[CH2:6][CH:7]1[C:16]2[C:11](=[C:12]([O:18][CH3:19])[CH:13]=[CH:14][C:15]=2[O:17][CH:36]([CH3:38])[CH3:37])[CH2:10][CH2:9][N:8]1[CH2:20][C:21]([NH:23][CH2:24][C:25]1[CH:30]=[CH:29][CH:28]=[CH:27][N:26]=1)=[O:22]. Procedure details: prepared by reaction of 2-[1-(3,4-dimethoxy-benzyl)-8-hydroxy-5-methoxy-3,4-dihydro-1H-isoquinolin-2-yl]-N-(pyridin-2-yl-methyl)-acetamide with isopropyl bromide